This data is from the Open Reaction Database (ORD), a public repository of structured organic reaction records. The task is: describe an organic reaction: reactants, conditions, products, and yield Reactants: BrC=1C=C2C(=C(C=NC2=CC1)C(=O)C1CC1)Cl ((6-bromo-4-chloroquinolin-3-yl)(cyclopropyl)methanone), NC=1C=NC(=NC1)N1CC(CC1)NC(OC(C)(C)C)=O (tert-butyl 1-(5-aminopyrimidin-2-yl)pyrrolidin-3-ylcarbamate). Procedure: Following General procedure C, (6-bromo-4-chloroquinolin-3-yl)(cyclopropyl)methanone (311 mg, 1 mmol) was reacted with tert-butyl 1-(5-aminopyrimidin-2-yl)pyrrolidin-3-ylcarbamate (418 mg, 1.5 mmol) to afford the desired product (336 mg, 61%) as a yellow solid: ESI MS m/z 553 [C26H29BrN6O3+H]+. As a reaction SMILES: [Br:1][C:2]1[CH:3]=[C:4]2[C:9](=[CH:10][CH:11]=1)[N:8]=[CH:7][C:6]([C:12]([CH:14]1[CH2:16][CH2:15]1)=[O:13])=[C:5]2Cl.[NH2:18][C:19]1[CH:20]=[N:21][C:22]([N:25]2[CH2:29][CH2:28][CH:27]([NH:30][C:31](=[O:37])[O:32][C:33]([CH3:36])([CH3:35])[CH3:34])[CH2:26]2)=[N:23][CH:24]=1>>[Br:1][C:2]1[CH:3]=[C:4]2[C:9](=[CH:10][CH:11]=1)[N:8]=[CH:7][C:6]([C:12]([CH:14]1[CH2:16][CH2:15]1)=[O:13])=[C:5]2[NH:18][C:19]1[CH:24]=[N:23][C:22]([N:25]2[CH2:29][CH2:28][CH:27]([NH:30][C:31](=[O:37])[O:32][C:33]([CH3:35])([CH3:34])[CH3:36])[CH2:26]2)=[N:21][CH:20]=1. Isolated yield 60.7%. The product is BrC=1C=C2C(=C(C=NC2=CC1)C(=O)C1CC1)NC=1C=NC(=NC1)N1CC(CC1)NC(OC(C)(C)C)=O (tert-butyl 1-(5-(6-bromo-3-(cyclopropanecarbonyl)quinolin-4-ylamino)pyrimidin-2-yl)pyrrolidin-3-ylcarbamate).